From a dataset of the Open Reaction Database (ORD), a public repository of structured organic reaction records. describe an organic reaction: reactants, conditions, products, and yield Starting materials: C(C=C)OC(CCC(C(=O)O)NC(=O)OCC1C2=CC=CC=C2C=2C=CC=CC12)=O (2-(9-H-Fluoren-9-ylmethoxycarbonylamino)-pentanedioic acid 5-allyl ester), C(C1=CC=CC=C1)O (benzyl alcohol), CCN=C=NCCCN(C)C (EDCI), CN(C)C1=NC=CC=C1 (dimethylaminopyridine). Solvent: C(Cl)Cl (CH2Cl2), C(Cl)Cl (CH2Cl2). Reaction conditions: temperature 22 celsius, time 6 hour. Product: C(C1=CC=CC=C1)OC(C(CCC(=O)OCC=C)NC(=O)OCC1C2=CC=CC=C2C=2C=CC=CC12)=O (2-(9H-Fluoren-9-ylmethoxycarbonylamino)-pentanedioic acid 5-allyl ester 1-benzyl ester). The yield is 10.0%. Reaction SMILES: [CH2:1]([O:4][C:5](=[O:30])[CH2:6][CH2:7][CH:8]([NH:12][C:13]([O:15][CH2:16][CH:17]1[C:29]2[CH:28]=[CH:27][CH:26]=[CH:25][C:24]=2[C:23]2[C:18]1=[CH:19][CH:20]=[CH:21][CH:22]=2)=[O:14])[C:9]([OH:11])=[O:10])[CH:2]=[CH2:3].[CH2:31](O)[C:32]1[CH:37]=[CH:36][CH:35]=[CH:34][CH:33]=1.CCN=C=NCCCN(C)C.CN(C1C=CC=CN=1)C>C(Cl)Cl>[CH2:31]([O:10][C:9](=[O:11])[CH:8]([NH:12][C:13]([O:15][CH2:16][CH:17]1[C:18]2[CH:19]=[CH:20][CH:21]=[CH:22][C:23]=2[C:24]2[C:29]1=[CH:28][CH:27]=[CH:26][CH:25]=2)=[O:14])[CH2:7][CH2:6][C:5]([O:4][CH2:1][CH:2]=[CH2:3])=[O:30])[C:32]1[CH:37]=[CH:36][CH:35]=[CH:34][CH:33]=1. Reported procedure: Treatment with Fmoc-Cl followed by coupling to benzyl alcohol using 1-ethyl-3-[3-(dimethylamino)propyl]-carbodiimide [by] hydrochloride (EDCl) provided 2-(9H-Fluoren-9-ylmethoxycarbonylamino)-pentanedioic acid 5-allyl ester 1-benzyl ester 6 in 82% yield. To a solution of 1.5 g (36.6 mmol) of 5 in 5 mL of CH2Cl2 was added 0.42 mL (40.3 mmol) of benzyl alcohol, 0.912 g (47.6 mmol) of EDCI, and 45 mg (3.66 mmol) of dimethylaminopyridine (DMAP). The reaction mixture was stirred at 22° C. for 6 h, di... Reactants: O1C(CN2C(C3=CC=CC=C3C2=O)=O)C1 (2-(2,3-epoxypropyl)isoindole-1,3(2H)dione), ClC1=CC=C(C=C1)C=1C=NC(=NC1)N1CCNCC1 (1-(5-(4-chlorophenyl)-2-pyrimidinyl)piperazine). The solvent is C(C)(C)O (isopropanol). Reaction conditions: time 2 hour. Product: ClC1=CC=C(C=C1)C=1C=NC(=NC1)N1CCN(CC1)CC(CN1C(C2=CC=CC=C2C1=O)=O)O (2-(3-(4-(5-(4-chlorophenyl)-2-pyrimidinyl)-1-piperazinyl)-2-hydroxypropyl)isoindole-1,3(2H)dione). Reaction SMILES: [O:1]1[CH2:15][CH:2]1[CH2:3][N:4]1[C:12](=[O:13])[C:11]2[C:6](=[CH:7][CH:8]=[CH:9][CH:10]=2)[C:5]1=[O:14].[Cl:16][C:17]1[CH:22]=[CH:21][C:20]([C:23]2[CH:24]=[N:25][C:26]([N:29]3[CH2:34][CH2:33][NH:32][CH2:31][CH2:30]3)=[N:27][CH:28]=2)=[CH:19][CH:18]=1>C(O)(C)C>[Cl:16][C:17]1[CH:22]=[CH:21][C:20]([C:23]2[CH:24]=[N:25][C:26]([N:29]3[CH2:34][CH2:33][N:32]([CH2:15][CH:2]([OH:1])[CH2:3][N:4]4[C:12](=[O:13])[C:11]5[C:6](=[CH:7][CH:8]=[CH:9][CH:10]=5)[C:5]4=[O:14])[CH2:31][CH2:30]3)=[N:27][CH:28]=2)=[CH:19][CH:18]=1. Procedure: 0.022 of 2-(2,3-epoxypropyl)isoindole-1,3(2H)dione, 0.02 mol of 1-(5-(4-chlorophenyl)-2-pyrimidinyl)piperazine and 70 ml of isopropanol are heated to boiling for 2 hours. The mixture is evaporated and the residue is purified by column chromatography on silica gel 60. After elution with methylene chloride/alcohol (96:4), the compound is stirred with alcohol and filtered off with suction. Reactants: [BH4-], CO, Cc1cc(C(=O)N(C)c2ccc(Cl)cc2)ccc1C#N, Cl[Co]Cl, [Na+], O, O, O, O, O, O. Yields the product Cc1cc(C(=O)N(C)c2ccc(Cl)cc2)ccc1CN. As a reaction SMILES: [BH4-:21].[CH3:23][OH:24].[Cl:1][c:2]1[cH:3][cH:4][c:5]([N:8]([C:9]([c:10]2[cH:11][c:12]([CH3:18])[c:13]([C:16]#[N:17])[cH:14][cH:15]2)=[O:19])[CH3:20])[cH:6][cH:7]1.[Co:31]([Cl:32])[Cl:33].[Na+:22].[OH2:25].[OH2:26].[OH2:27].[OH2:28].[OH2:29].[OH2:30]>>[Cl:1][c:2]1[cH:3][cH:4][c:5]([N:8]([C:9]([c:10]2[cH:11][c:12]([CH3:18])[c:13]([CH2:16][NH2:17])[cH:14][cH:15]2)=[O:19])[CH3:20])[cH:6][cH:7]1.